Dataset: the Open Reaction Database (ORD), a public repository of structured organic reaction records. Task: describe an organic reaction: reactants, conditions, products, and yield Starting materials: C(C)OC(C1=CC(=C(C=C1)NC1=CC(=CC=C1)CO)N)=O (3-Amino-4-(3-hydroxymethyl-phenylamino)-benzoic acid ethyl ester), C(C)OC(OCC)OCC (triethylorthoformate), C1(=CC=C(C=C1)S(=O)(=O)O)C (p-toluene sulphonic acid). Solvent: C1CCOC1 (THF). Yields the product C(C)OC(=O)C1=CC2=C(N(C=N2)C2=CC(=CC=C2)CO)C=C1 (1-(3-Hydroxymethyl-phenyl)-1H-benzoimidazole-5-carboxylic acid ethyl ester). The yield is 77.0%. RXN SMILES: [CH2:1]([O:3][C:4](=[O:21])[C:5]1[CH:10]=[CH:9][C:8]([NH:11][C:12]2[CH:17]=[CH:16][CH:15]=[C:14]([CH2:18][OH:19])[CH:13]=2)=[C:7]([NH2:20])[CH:6]=1)[CH3:2].[CH2:22](OC(OCC)OCC)C.C1(C)C=CC(S(O)(=O)=O)=CC=1>C1COCC1>[CH2:1]([O:3][C:4]([C:5]1[CH:10]=[CH:9][C:8]2[N:11]([C:12]3[CH:17]=[CH:16][CH:15]=[C:14]([CH2:18][OH:19])[CH:13]=3)[CH:22]=[N:20][C:7]=2[CH:6]=1)=[O:21])[CH3:2]. Procedure: A solution of compound 6 (8.5 g), triethylorthoformate (7.55 mL), p-toluene sulphonic acid (2 g) in THF (75 mL) was stirred at reflux for 4 hours. The reaction mixture was concentrated under reduced pressure. The residue was dissolved in CH2Cl2 (600 mL), washed with 20% NaHCO3 solution and brine, successively, and dried over anhydrous Na2SO4. The solvent was removed under reduced pressure and the crude product was purified by column chromatography on silica gel using a 4:6 mixture of ethyl aceta... Product: CCCCS(=O)(=O)C(c1ccc(Cl)cc1)c1ccc(Cl)cc1. The reactants are CCCCS(=O)C(c1ccc(Cl)cc1)c1ccc(Cl)cc1, O=C(OO)c1cccc(Cl)c1. As a reaction SMILES: [CH2:1]([CH2:2][CH2:3][CH3:4])[S:5](=[O:6])[CH:7]([c:8]1[cH:9][cH:10][c:11]([Cl:14])[cH:12][cH:13]1)[c:15]1[cH:16][cH:17][c:18]([Cl:21])[cH:19][cH:20]1.[Cl:22][c:23]1[cH:24][cH:25][cH:26][c:27]([C:28]([O:29][OH:31])=[O:30])[cH:32]1>>[CH2:1]([CH2:2][CH2:3][CH3:4])[S:5](=[O:6])([CH:7]([c:8]1[cH:9][cH:10][c:11]([Cl:14])[cH:12][cH:13]1)[c:15]1[cH:16][cH:17][c:18]([Cl:21])[cH:19][cH:20]1)=[O:30].